From a dataset of the Open Reaction Database (ORD), a public repository of structured organic reaction records. describe an organic reaction: reactants, conditions, products, and yield The reactants are Cl (hydrogen chloride), Cl.CN(C1CCC=2NC3=C(C=CC=C3C2C1)CC)C (3-(dimethylamino)-8-ethyl-1,2,3,4-tetrahydrocarbazole hydrochloride). The solvent is CCOCC (ether). Yields the product CN(C1CCC=2NC3=C(C=CC=C3C2C1)CC)C (3-(Dimethylamino)-8-ethyl-1,2,3,4-tetrahydrocarbazole). Reaction SMILES: Cl.Cl.[CH3:3][N:4]([CH3:20])[CH:5]1[CH2:17][C:16]2[C:15]3[C:10](=[C:11]([CH2:18][CH3:19])[CH:12]=[CH:13][CH:14]=3)[NH:9][C:8]=2[CH2:7][CH2:6]1>CCOCC>[CH3:3][N:4]([CH3:20])[CH:5]1[CH2:17][C:16]2[C:15]3[C:10](=[C:11]([CH2:18][CH3:19])[CH:12]=[CH:13][CH:14]=3)[NH:9][C:8]=2[CH2:7][CH2:6]1 |f:1.2|. Procedure: Following the procedure given in Example 3 and using 9 g. of 4-dimethylaminocyclohexanone and 11 g. of 2-ethylphenylhydrazine hydrochloride there was obtained, after treatment of the free base in ether with ethereal hydrogen chloride, 6.7 g. of 3-(dimethylamino)-8-ethyl-1,2,3,4-tetrahydrocarbazole hydrochloride, m.p. 282°-285° C. Starting materials: C(C)C1=NN(C(=C1)CC)C1=CC=C(C=C1)OC (3,5-diethyl-1-(4-methoxyphenyl)-1H-pyrazole), B(Br)(Br)Br (boron tribromide). The solvent is C(Cl)Cl (methylene chloride). Conditions: temperature -78 celsius, time 1 hour. The product is C(C)C1=NN(C(=C1)CC)C1=CC=C(C=C1)O (4-(3,5-Diethylpyrazol-1-yl)phenol). As a reaction SMILES: [CH2:1]([C:3]1[CH:7]=[C:6]([CH2:8][CH3:9])[N:5]([C:10]2[CH:15]=[CH:14][C:13]([O:16]C)=[CH:12][CH:11]=2)[N:4]=1)[CH3:2].B(Br)(Br)Br>C(Cl)Cl>[CH2:1]([C:3]1[CH:7]=[C:6]([CH2:8][CH3:9])[N:5]([C:10]2[CH:11]=[CH:12][C:13]([OH:16])=[CH:14][CH:15]=2)[N:4]=1)[CH3:2]. Procedure: To a solution of 3,5-diethyl-1-(4-methoxyphenyl)-1H-pyrazole (893 mg, 3.88 mmol) in methylene chloride (50 mL) at −78° C. was added boron tribromide (1.10 mL, 11.63 mmol). The reaction was stirred at −78° C. for 1 hour and at room temperature for an additional 1 hour. The reaction was quenched with saturated sodium bicarbonate. After the aqueous layer was extracted with methylene chloride, the combined organic layers were dried (MgSO4) and concentrated to give the desired product. The reaction w... Reactants: O=C(CCCC(=O)OCC)C1=CN(C2=CC=CC=C12)C=1C=NC=CC1 (3-(1-oxo-4-ethoxycarbonylbutyl)-N-(3-pyridyl)indole). The solvent is C(C)(=O)O (acetic acid). Reaction conditions: time 8 hour. Yields the product C(C)OC(=O)CCCCC1=CN(C2=CC=CC=C12)C=1C=NC=CC1 (3-(4-ethoxycarbonylbutyl)-N-(3-pyridyl)-indole). Reaction SMILES: O=[C:2]([C:11]1[C:19]2[C:14](=[CH:15][CH:16]=[CH:17][CH:18]=2)[N:13]([C:20]2[CH:21]=[N:22][CH:23]=[CH:24][CH:25]=2)[CH:12]=1)[CH2:3][CH2:4][CH2:5][C:6]([O:8][CH2:9][CH3:10])=[O:7]>C(O)(=O)C>[CH2:9]([O:8][C:6]([CH2:5][CH2:4][CH2:3][CH2:2][C:11]1[C:19]2[C:14](=[CH:15][CH:16]=[CH:17][CH:18]=2)[N:13]([C:20]2[CH:21]=[N:22][CH:23]=[CH:24][CH:25]=2)[CH:12]=1)=[O:7])[CH3:10]. Procedure details: To a solution of 5 g of 3-(1-oxo-4-ethoxycarbonylbutyl)-N-(3-pyridyl)indole in 75 ml of glacial acetic acid is added 5 g of borane-tert-butylamine complex. The reaction mixture is stirred at room temperature overnight. The reaction mixture is concentrated, water is added to the residue and the product is extracted with methylene chloride. The organic layer is separated, washed first with concentrated sodium carbonate solution, then with saturated sodium chloride solution, dried over sodium sulfa... Starting materials: ClC=1C(=C2C(=NC1)NC(=N2)C2=CC=C(C=C2)OCCN2CCOCC2)Cl (6,7-Dichloro-2-[4-(2-morpholin-4-ylethoxy)phenyl]-3H-imidazo[4,5-b]pyridine), COC=1C(=CC=CC1)N (o-anisidine), COC=1C(=CC=CC1)N (o-anisidine). Solvent: C(C)#N (acetonitrile), C(C)(=O)O (acetic acid). Run at temperature 180 celsius. Yields the product ClC=1C(=C2C(=NC1)N=C(N2)C2=CC=C(C=C2)OCCN2CCOCC2)NC2=C(C=CC=C2)OC (6-Chloro-N-(2-methoxyphenyl)-2-[4-{2-(4-morpholinyl)ethoxy]phenyl}-1H-imidazo[4,5-b]pyridin-7-amine). The yield is 27.0%. RXN SMILES: [Cl:1][C:2]1[C:3](Cl)=[C:4]2[N:10]=[C:9]([C:11]3[CH:16]=[CH:15][C:14]([O:17][CH2:18][CH2:19][N:20]4[CH2:25][CH2:24][O:23][CH2:22][CH2:21]4)=[CH:13][CH:12]=3)[NH:8][C:5]2=[N:6][CH:7]=1.[CH3:27][O:28][C:29]1[C:30]([NH2:35])=[CH:31][CH:32]=[CH:33][CH:34]=1>C(#N)C.C(O)(=O)C>[Cl:1][C:2]1[C:3]([NH:35][C:30]2[CH:31]=[CH:32][CH:33]=[CH:34][C:29]=2[O:28][CH3:27])=[C:4]2[NH:10][C:9]([C:11]3[CH:12]=[CH:13][C:14]([O:17][CH2:18][CH2:19][N:20]4[CH2:25][CH2:24][O:23][CH2:22][CH2:21]4)=[CH:15][CH:16]=3)=[N:8][C:5]2=[N:6][CH:7]=1. Procedure: 6,7-Dichloro-2-[4-(2-morpholin-4-ylethoxy)phenyl]-3H-imidazo[4,5-b]pyridine (Example 206) (30 mg) was dissolved in o-anisidine (0.75 ml) and heated in a microwave oven (180° C., 20 min). The resulting mixture was diluted with acetonitrile (1 ml) and acetic acid (0.5 ml) and subjected to semi-preparative HPLC-C18. The fractions containing product (it co-elutes with o-anisidine) were pooled and evaporated in vacuo. The residue was dissolved in EtOAc (20 ml) and washed with 1% aqueous NaHCO3 (10 ml... The reactants are N1CCCC1 (pyrrolidine), C(C)(C)(C)C1=CC(=NO1)NC(=O)[C@H]1N(CCCC1)C(CCl)=O ((S)-1-(2-Chloro-acetyl)-piperidine-2-carboxylic acid (5-tert-butyl-isoxazol-3-yl)-amide). Reagents/catalysts: CN(C1=CC=NC=C1)C (4-dimethylaminopyridine). Run in CN(C)C=O (DMF). Conditions: temperature 60 celsius. Yields the product C(C)(C)(C)C1=CC(=NO1)NC(=O)[C@H]1N(CCCC1)C(CN1CCCC1)=O ((S)-1-(2-Pyrrolidin-1-yl-acetyl)-piperidine-2-carboxylic acid (5-tert-butyl-isoxazol-3-yl)-amide). Reaction SMILES: [NH:1]1[CH2:5][CH2:4][CH2:3][CH2:2]1.[C:6]([C:10]1[O:14][N:13]=[C:12]([NH:15][C:16]([C@@H:18]2[CH2:23][CH2:22][CH2:21][CH2:20][N:19]2[C:24](=[O:27])[CH2:25]Cl)=[O:17])[CH:11]=1)([CH3:9])([CH3:8])[CH3:7]>CN(C)C1C=CN=CC=1.CN(C=O)C>[C:6]([C:10]1[O:14][N:13]=[C:12]([NH:15][C:16]([C@@H:18]2[CH2:23][CH2:22][CH2:21][CH2:20][N:19]2[C:24](=[O:27])[CH2:25][N:1]2[CH2:5][CH2:4][CH2:3][CH2:2]2)=[O:17])[CH:11]=1)([CH3:9])([CH3:7])[CH3:8]. Reported procedure: A mixture of pyrrolidine (33.43 mg; 0.47 mmol) and 4-dimethylaminopyridine (2 mg; 0.016 mmol) in DMF (1 mL) is added to (S)-1-(2-Chloro-acetyl)-piperidine-2-carboxylic acid (5-tert-butyl-isoxazol-3-yl)-amide (77 mg; 0.235 mmol). The reaction mixture is heated at 60° C. for 18 hours. Purification by preparative HPLC provides the title compound, m/z 363 [M+H+].